Dataset: the Open Reaction Database (ORD), a public repository of structured organic reaction records. Task: describe an organic reaction: reactants, conditions, products, and yield Reactants: C(C1=CC=CC=C1)OC1=CC2=C(C=C(O2)C(=O)OC)C=C1 (Methyl 6-(benzyloxy)benzofuran-2-carboxylate). Reagents/catalysts: [Pd] (palladium on charcoal). Run in CO (methanol). Conditions: time 15 hour. Product: OC1=CC2=C(C=C(O2)C(=O)OC)C=C1 (Methyl 6-hydroxybenzofuran-2-carboxylate). The yield is 85.5%. As a reaction SMILES: C([O:8][C:9]1[CH:21]=[CH:20][C:12]2[CH:13]=[C:14]([C:16]([O:18][CH3:19])=[O:17])[O:15][C:11]=2[CH:10]=1)C1C=CC=CC=1>CO.[Pd]>[OH:8][C:9]1[CH:21]=[CH:20][C:12]2[CH:13]=[C:14]([C:16]([O:18][CH3:19])=[O:17])[O:15][C:11]=2[CH:10]=1. Procedure: To a stirred solution of 266 (1.2 g, 4.26 mmol) in methanol (20 mL) was added 10% palladium on charcoal (250 mg). The flask was purged with hydrogen gas for 1 minute and then the reaction was stirred under a hydrogen atmosphere for 15 hours. The palladium was filtered through a celite pad, the filtrate was evaporated under reduced pressure, and the resulting solid dried under vacuum to afford 267 as a white solid (700 mg, 86%). 1H NMR: (DMSO) δ 10.07 (s, 1H), 7.63 (s, 1H), 7.56 (d, J=8.0 Hz, 1H)... Reactants: NCCC1=CNC=N1 (histamine), C1(=CC(=CC=C1)OC(NC#N)=N)C (O-m-tolyl-N-cyanoisourea), Cl (HCl). Solvent: C(C)(C)O (isopropanol), C(C)(C)O (isopropanol). Yields the product Cl.Cl.N1C=NC(=C1)CCNC(=N)NC(=O)N (1-[2-(4-imidazolyl)ethylamidino]urea dihydrochloride). Reaction SMILES: [NH2:1][CH2:2][CH2:3][C:4]1[N:8]=[CH:7][NH:6][CH:5]=1.C1(C)C=CC=C([O:15][C:16](=[NH:20])[NH:17][C:18]#[N:19])C=1.[ClH:22]>C(O)(C)C>[ClH:22].[ClH:22].[NH:6]1[CH:5]=[C:4]([CH2:3][CH2:2][NH:1][C:18]([NH:17][C:16]([NH2:20])=[O:15])=[NH:19])[N:8]=[CH:7]1 |f:4.5.6|. Reported procedure: 47.5 g. histamine (0.401 mole) and 71.66 g. (0.409 mole) O-m-tolyl-N-cyanoisourea are combined in 500 ml. of isopropanol. The mixture is then heated for 10 minutes to reflux, refluxed for one hour, and the reaction mixture is stripped to an oil. The oil is taken up in 2 l. of isopropanol and 102 ml. conc. HCl, heated 25 minutes to reflux, refluxed for 35 minutes, cooled slowly, then with ice. The mixture is filtered to obtain 1-[2-(4-imidazolyl)ethylamidino]urea dihydrochloride as a crude produc... Reactants: O=C([O-])[O-], CNC, Cl, COc1c2c(c(OC)c(OC)c1OC)CC(CCCCCCCCI)C2, [K+], [K+], CN(C)C=O, O. Product: COc1c2c(c(OC)c(OC)c1OC)CC(CCCCCCCCN(C)C)C2. RXN SMILES: [C:31](=[O:32])([O-:33])[O-:34].[CH3:28][NH:29][CH3:30].[ClH:27].[I:1][CH2:2][CH2:3][CH2:4][CH2:5][CH2:6][CH2:7][CH2:8][CH2:9][CH:10]1[CH2:11][c:12]2[c:13]([O:25][CH3:26])[c:14]([O:23][CH3:24])[c:15]([O:21][CH3:22])[c:16]([O:19][CH3:20])[c:17]2[CH2:18]1.[K+:35].[K+:36].[O:37]=[CH:38][N:39]([CH3:40])[CH3:41].[OH2:42]>>[CH2:2]([CH2:3][CH2:4][CH2:5][CH2:6][CH2:7][CH2:8][CH2:9][CH:10]1[CH2:11][c:12]2[c:13]([O:25][CH3:26])[c:14]([O:23][CH3:24])[c:15]([O:21][CH3:22])[c:16]([O:19][CH3:20])[c:17]2[CH2:18]1)[N:29]([CH3:28])[CH3:30]. Yields the product CS(=O)(=O)Nc1cc([N+](=O)[O-])ccc1Oc1ccccc1. RXN SMILES: [CH3:26][CH2:27][OH:28].[ClH:25].[F:10][c:11]1[c:12]([NH:20][S:21](=[O:22])(=[O:23])[CH3:24])[cH:13][c:14]([N+:17](=[O:18])[O-:19])[cH:15][cH:16]1.[Na+:9].[OH-:8].[OH:1][c:2]1[cH:3][cH:4][cH:5][cH:6][cH:7]1>>[O:1]([c:2]1[cH:3][cH:4][cH:5][cH:6][cH:7]1)[c:11]1[c:12]([NH:20][S:21](=[O:22])(=[O:23])[CH3:24])[cH:13][c:14]([N+:17](=[O:18])[O-:19])[cH:15][cH:16]1. Reactants: CCO, Cl, CS(=O)(=O)Nc1cc([N+](=O)[O-])ccc1F, [Na+], [OH-], Oc1ccccc1. The reactants are Nc1ncnc2[nH]c(=S)sc12, [Na+], [OH-], [OH-], O, OO. Product: Nc1ncnc2[nH]c(=O)sc12. As a reaction SMILES: [NH2:1][c:2]1[c:3]2[c:4]([n:5][cH:6][n:7]1)[nH:8][c:9](=[S:11])[s:10]2.[Na+:13].[OH-:12].[OH-:16].[OH2:17].[OH:14][OH:15]>>[NH2:1][c:2]1[c:3]2[c:4]([n:5][cH:6][n:7]1)[nH:8][c:9](=[O:12])[s:10]2. The reactants are C(=O)(C(F)(F)F)O (TFA), N1C(=NC2=C1C=CC=C2)C2=NN(C1=CC=C(C=C21)NC(=O)C2C(C2)(F)F)C2OCCCC2 (N-(3-(1H-benzo[d]imidazol-2-yl)-1-(tetrahydro-2H-pyran-2-yl)-1H-indazol-5-yl)-2,2-difluorocyclopropanecarboxamide). The solvent is C(Cl)Cl (CH2Cl2). Run at time 24 hour. Product: N1C(=NC2=C1C=CC=C2)C2=NNC1=CC=C(C=C21)NC(=O)C2C(C2)(F)F (N-(3-(1H-benzo[d]imidazol-2-yl)-1H-indazol-5-yl)-2,2-difluorocyclopropanecarboxamide). Yield: 73.8%. RXN SMILES: C(O)(C(F)(F)F)=O.[NH:8]1[C:12]2[CH:13]=[CH:14][CH:15]=[CH:16][C:11]=2[N:10]=[C:9]1[C:17]1[C:25]2[C:20](=[CH:21][CH:22]=[C:23]([NH:26][C:27]([CH:29]3[CH2:31][C:30]3([F:33])[F:32])=[O:28])[CH:24]=2)[N:19](C2CCCCO2)[N:18]=1>C(Cl)Cl>[NH:10]1[C:11]2[CH:16]=[CH:15][CH:14]=[CH:13][C:12]=2[N:8]=[C:9]1[C:17]1[C:25]2[C:20](=[CH:21][CH:22]=[C:23]([NH:26][C:27]([CH:29]3[CH2:31][C:30]3([F:33])[F:32])=[O:28])[CH:24]=2)[NH:19][N:18]=1. Procedure details: TFA (0.1 mL, 1.587 mmol) was added to a solution of N-(3-(1H-benzo[d]imidazol-2-yl)-1-(tetrahydro-2H-pyran-2-yl)-1H-indazol-5-yl)-2,2-difluorocyclopropanecarboxamide (10 mg, 0.023 mmol) in CH2Cl2 (4 mL). The reaction mixture was stirred at room temperature for 24 h, and then the solvent was removed in vacuo. Purification by flash chromatography (6% CH3OH/CH2Cl2) afforded the title compound (6 mg). 1H NMR (400 MHz, CD3OD): δ 8.69 (s, 1H), 7.82 (m, 2H), 7.70 (d, 1H, J=8.8 Hz), 7.56-7.50 (m, 3H), 2... Starting materials: C1=CCCCC1 (cyclohexene), 67, CC(CCl)CC1=CC=CC=C1 (2-methyl-3-phenylpropyl chloride), S(O)(O)(=O)=O (sulfuric acid), crude product. Run in C(Cl)(Cl)Cl (CHCl3). Reaction conditions: time 14 hour. The product is C1(CCCCC1)C1=CC=C(C=C1)CC(CCl)C (3-(4-cyclohexylphenyl)-2-methyl-propyl chloride). The yield is 70.0%. Reaction SMILES: [CH:1]1[CH2:6][CH2:5][CH2:4][CH2:3][CH:2]=1.[CH3:7][CH:8]([CH2:11][C:12]1[CH:17]=[CH:16][CH:15]=[CH:14][CH:13]=1)[CH2:9][Cl:10].S(=O)(=O)(O)O>C(Cl)(Cl)Cl>[CH:1]1([C:15]2[CH:16]=[CH:17][C:12]([CH2:11][CH:8]([CH3:7])[CH2:9][Cl:10])=[CH:13][CH:14]=2)[CH2:6][CH2:5][CH2:4][CH2:3][CH2:2]1. Reported procedure: 33 parts by weight of cyclohexene are added dropwise to a mixture of 67 parts by weight of 2-methyl-3-phenylpropyl chloride and 40 parts by weight of 96% strength sulfuric acid at 10° C. Stirring is continued for 14 hours at room temperature. The crude product is dissolved in CHCl3 and the solution is thoroughly washed with ice water, dried over Na2CO3 and distilled. 70 parts by weight of 3-(4-cyclohexylphenyl)-2-methyl-propyl chloride are obtained; boiling point 130° C.-2° C./0.1 mm Hg, yield 7... The reactants are C(C)SC1=NC=2C(=NC=CC2C)N1 (2-ethylthio-7-methyl-3H-imidazo[4,5-b]pyridine), [H-].[Na+] (sodium hydride), BrCC1=CC=C(C=C1)N1C(=CC(=C1)Cl)C#N (1-(4-bromomethylphenyl)-4-chloropyrrole-2-carbonitrile), C([O-])(O)=O.[Na+] (sodium bicarbonate). Solvent: CN(C=O)C (dimethylformamide), CN(C=O)C (dimethylformamide). Conditions: time 30 minute. The product is C(C)SC1=NC=2C(=NC=CC2C)N1CC1=CC=C(C=C1)N1C(=CC(=C1)Cl)C#N (2-ethylthio-3-[4-(4-chloro-2-cyano-1-pyrrolyl)benzyl]-7-methyl-3H-imidazo-[4,5-b]pyridine). Yield: 28.1%. As a reaction SMILES: [CH2:1]([S:3][C:4]1[NH:13][C:7]2=[N:8][CH:9]=[CH:10][C:11]([CH3:12])=[C:6]2[N:5]=1)[CH3:2].[H-].[Na+].Br[CH2:17][C:18]1[CH:23]=[CH:22][C:21]([N:24]2[CH:28]=[C:27]([Cl:29])[CH:26]=[C:25]2[C:30]#[N:31])=[CH:20][CH:19]=1.C(=O)(O)[O-].[Na+]>CN(C)C=O>[CH2:1]([S:3][C:4]1[N:13]([CH2:17][C:18]2[CH:19]=[CH:20][C:21]([N:24]3[CH:28]=[C:27]([Cl:29])[CH:26]=[C:25]3[C:30]#[N:31])=[CH:22][CH:23]=2)[C:7]2=[N:8][CH:9]=[CH:10][C:11]([CH3:12])=[C:6]2[N:5]=1)[CH3:2] |f:1.2,4.5|. Reported procedure: To a solution of 2-ethylthio-7-methyl-3H-imidazo[4,5-b]pyridine (1.50 g) in dimethylformamide (15 ml) was added sodium hydride (341 mg) at room temperature under nitrogen atmosphere. The mixture was stirred for 30 minutes at the same room temperature under nitrogen atmosphere. To the mixture was added a solution of 1-(4-bromomethylphenyl)-4-chloropyrrole-2-carbonitrile (2.19 g) in dimethylformamide (15 ml). The mixture was stirred for 3 hours at room temperature. The mixture was treated with aqu... Starting materials: N1=C(C=NC=C1)N1N=C(C=2C[C@@H]3[C@H](C12)C3)C(=O)O ((1aR,5aR)-2-(Pyrazin-2-yl)-1a,2,5,5a-tetrahydro-1H-2,3-diaza-cyclopropa[a]pentalene-4-carboxylic Acid), N[C@H](CO)C(C)(C)C ((S)-2-amino-3,3-dimethylbutan-1-ol). The product is OC[C@H](C(C)(C)C)NC(=O)C=1C=2C[C@@H]3[C@H](C2N(N1)C1=NC=CN=C1)C3 ((1aR,5aR)-2-Pyrazin-2-yl-1a,2,5,5a-tetrahydro-1H-2,3-diaza-cyclopropa[a]pentalene-4-carboxylic Acid ((S)-1-Hydroxymethyl-2,2-dimethyl-propyl)-amide). Reaction SMILES: [N:1]1[CH:6]=[CH:5][N:4]=[CH:3][C:2]=1[N:7]1[C:14]2[C@@H:13]3[CH2:15][C@@H:12]3[CH2:11][C:10]=2[C:9]([C:16]([OH:18])=O)=[N:8]1.[NH2:19][C@@H:20]([C:23]([CH3:26])([CH3:25])[CH3:24])[CH2:21][OH:22]>>[OH:22][CH2:21][C@@H:20]([NH:19][C:16]([C:9]1[C:10]2[CH2:11][C@H:12]3[CH2:15][C@H:13]3[C:14]=2[N:7]([C:2]2[CH:3]=[N:4][CH:5]=[CH:6][N:1]=2)[N:8]=1)=[O:18])[C:23]([CH3:26])([CH3:25])[CH3:24]. Reported procedure: The title compound was prepared as described in Method G using Intermediate 2 and (S)-2-amino-3,3-dimethylbutan-1-ol. LCMS m/z=342.3 [M+H]+; 1H NMR (400 MHz, DMSO-d6) δ ppm 0.41 (td, J=4.4 and 3.3 Hz, 1H), 0.93 (s, 9H), 1.23-1.28 (m, 1H), 2.25-2.34 (m, 1H), 2.69-2.74 (m, 1H), 2.75 (d, J=16.0 Hz, 1H), 2.90 (dd, J=16.2 and 6.4 Hz, 1H), 3.50-3.58 (m, 1H), 3.62-3.67 (m, 1H), 3.76-3.82 (m, 1H), 4.52 (t, J=5.0 Hz, 1H), 7.54 (d, J=9.8 Hz, 1H), 8.58 (dd, J=2.5 and 1.5 Hz, 1H), 8.64 (d, J=2.6 Hz, 1H), 9.... The reactants are C(CC(O)(C(=O)O)CC(=O)O)(=O)O (citric acid), [H-].[Na+] (sodium hydride), [Si](C1=CC=CC=C1)(C1=CC=CC=C1)(C(C)(C)C)OCCOC[C@@H](C(=O)OC)O ((S)-methyl 3-(2-(tert-butyldiphenylsilyloxy)ethoxy)-2-hydroxypropanoate), ClC1=C2C(=NC=N1)N(N=C2)C2=C(C=CC(=C2)C)C (4-chloro-1-(2,5-dimethylphenyl)-1H-pyrazolo[3,4-d]pyrimidine). Solvent: C1CCOC1 (THF). Conditions: temperature 0 celsius, time 10 minute. Product: [Si](C1=CC=CC=C1)(C1=CC=CC=C1)(C(C)(C)C)OCCOC[C@@H](C(=O)OC)OC1=C2C(=NC=N1)N(N=C2)C2=C(C=CC(=C2)C)C ((2S)-methyl 3-(2-(tert-butyldiphenylsilyloxy)ethoxy)-2-(1-(2,5-dimethylphenyl)-1H-pyrazolo[3,4-d]pyrimidin-4-yloxy)propanoate). Isolated yield 57.5%. RXN SMILES: [H-].[Na+].[Si:3]([O:20][CH2:21][CH2:22][O:23][CH2:24][C@H:25]([OH:30])[C:26]([O:28][CH3:29])=[O:27])([C:16]([CH3:19])([CH3:18])[CH3:17])([C:10]1[CH:15]=[CH:14][CH:13]=[CH:12][CH:11]=1)[C:4]1[CH:9]=[CH:8][CH:7]=[CH:6][CH:5]=1.Cl[C:32]1[N:37]=[CH:36][N:35]=[C:34]2[N:38]([C:41]3[CH:46]=[C:45]([CH3:47])[CH:44]=[CH:43][C:42]=3[CH3:48])[N:39]=[CH:40][C:33]=12.C(O)(=O)CC(CC(O)=O)(C(O)=O)O>C1COCC1>[Si:3]([O:20][CH2:21][CH2:22][O:23][CH2:24][C@H:25]([O:30][C:32]1[N:37]=[CH:36][N:35]=[C:34]2[N:38]([C:41]3[CH:46]=[C:45]([CH3:47])[CH:44]=[CH:43][C:42]=3[CH3:48])[N:39]=[CH:40][C:33]=12)[C:26]([O:28][CH3:29])=[O:27])([C:16]([CH3:19])([CH3:18])[CH3:17])([C:10]1[CH:15]=[CH:14][CH:13]=[CH:12][CH:11]=1)[C:4]1[CH:5]=[CH:6][CH:7]=[CH:8][CH:9]=1 |f:0.1|. Procedure: 60% sodium hydride (0.187 g, 4.67 mmol) was added to (S)-methyl 3-(2-(tert-butyldiphenylsilyloxy)ethoxy)-2-hydroxypropanoate (Intermediate AB3) (1.568 g, 3.90 mmol) in anhydrous THF (20 mL) at 0° C. under nitrogen. The resulting solution was stirred at 0° C. for 10 minutes and then 4-chloro-1-(2,5-dimethylphenyl)-1H-pyrazolo[3,4-d]pyrimidine (Intermediate AJ3)(1.008 g, 3.90 mmol) was added. The reaction mixture was allowed to warm to room temperature and stirred for 1 hour. The reaction mixture ...